The task is: describe an organic reaction: reactants, conditions, products, and yield. This data is from the Open Reaction Database (ORD), a public repository of structured organic reaction records. The reactants are C(C)(=O)OCC (ethyl acetate), Cl (hydrochloric acid), C(C1=CC=CC=C1)N1C2=C(SCC1=O)SC(=C2)C(N)=O (1-benzyl-6-carbamoyl-2,3-dihydro-2-oxo-1H-thieno[2,3-b][1,4]thiazine), C1(=CC=C(C=C1)S(=O)(=O)Cl)C (p-toluenesulfonyl chloride). The solvent is O (water), N1=CC=CC=C1 (pyridine). Reaction conditions: time 24 hour. The product is C(C1=CC=CC=C1)N1C2=C(SCC1=O)SC(=C2)C#N (1-benzyl-6-cyano-2,3-dihydro-2-oxo-1H-thieno[2,3-b][1,4]thiazine). The yield is 65.0%. RXN SMILES: [CH2:1]([N:8]1[C:13](=[O:14])[CH2:12][S:11][C:10]2[S:15][C:16]([C:18](=O)[NH2:19])=[CH:17][C:9]1=2)[C:2]1[CH:7]=[CH:6][CH:5]=[CH:4][CH:3]=1.C1(C)C=CC(S(Cl)(=O)=O)=CC=1.C(OCC)(=O)C.Cl>N1C=CC=CC=1.O>[CH2:1]([N:8]1[C:13](=[O:14])[CH2:12][S:11][C:10]2[S:15][C:16]([C:18]#[N:19])=[CH:17][C:9]1=2)[C:2]1[CH:3]=[CH:4][CH:5]=[CH:6][CH:7]=1. Procedure: A mixture of 1-benzyl-6-carbamoyl-2,3-dihydro-2-oxo-1H-thieno[2,3-b][1,4]thiazine (0.18 g) and p-toluenesulfonyl chloride (0.17 g) in pyridine (5 ml) was stirred for 24 hours at room temperature. The reaction mixture was poured into a mixture of ethyl acetate and water, and adjusted to pH 1.5 with concentrated hydrochloric acid. The organic layer was successively washed with water and brine and dried over magnesium sulfate. The solvent was evaporated in vacuo and the residue was purified by colu... Starting materials: CC1(OB(OC1(C)C)C1=CC=C(C=C1)C1C(C1)C(=O)OCC)C (Ethyl 2-[4-(4,4,5,5-tetramethyl-1,3,2-dioxaborolan-2-yl)phenyl]cyclopropanecarboxylate), [Li+].[OH-] (LiOH). Solvent: C1CCOC1.O (THF H2O). Run at time 18 hour. Product: CC1(OB(OC1(C)C)C1=CC=C(C=C1)C1C(C1)C(=O)O)C (2-[4-(4,4,5,5-Tetramethyl-1,3,2-dioxaborolan-2-yl)phenyl]cyclopropanecarboxylic acid). Reaction SMILES: [CH3:1][C:2]1([CH3:23])[C:6]([CH3:8])([CH3:7])[O:5][B:4]([C:9]2[CH:14]=[CH:13][C:12]([CH:15]3[CH2:17][CH:16]3[C:18]([O:20]CC)=[O:19])=[CH:11][CH:10]=2)[O:3]1.[Li+].[OH-]>C1COCC1.O>[CH3:7][C:6]1([CH3:8])[C:2]([CH3:1])([CH3:23])[O:3][B:4]([C:9]2[CH:14]=[CH:13][C:12]([CH:15]3[CH2:17][CH:16]3[C:18]([OH:20])=[O:19])=[CH:11][CH:10]=2)[O:5]1 |f:1.2,3.4|. Procedure: To a solution of ester from step 2 in THF-H2O (0.2M) was added LiOH (3 eq, 2M) and the mixture was stirred at it for 18 h. The organic solvent evaporated, aqueous was acidified with HCl 1N and the acid extracted with EtOAc (3×). The organic was washed with brine, dried and solvent evaporated to afford the title carboxylic acid. Starting materials: FC(C(=O)O)(F)F (trifluoroacetic acid), FC1CN(C1)C(=O)[C@@H](CCC)NC(=O)C1=CN(C2=NC=C(N=C21)C2=NN(C1=CC(=CC=C21)F)C)COCC[Si](C)(C)C (2-(6-fluoro-1-methyl-1H-indazol-3-yl)-5-(2-trimethylsilanylethoxymethyl)-5H-pyrrolo[2,3-b]pyrazine-7-carboxylic acid [(R)-1-(3-fluoro-azetidine-1-carbonyl)-butyl]-amide), C(CN)N (ethylenediamine). Run in ClCCl (dichloromethane). Reaction conditions: time 2.5 hour. The product is FC1CN(C1)C(=O)[C@@H](CCC)NC(=O)C1=CNC2=NC=C(N=C21)C2=NN(C1=CC(=CC=C21)F)C (2-(6-fluoro-1-methyl-1H-indazol-3-yl)-5H-pyrrolo[2,3-b]pyrazine-7-carboxylic acid [(R)-1-(3-fluoro-azetidine-1-carbonyl)-butyl]-amide). The yield is 49.9%. RXN SMILES: [F:1][CH:2]1[CH2:5][N:4]([C:6]([C@H:8]([NH:12][C:13]([C:15]2[C:23]3[C:18](=[N:19][CH:20]=[C:21]([C:24]4[C:32]5[C:27](=[CH:28][C:29]([F:33])=[CH:30][CH:31]=5)[N:26]([CH3:34])[N:25]=4)[N:22]=3)[N:17](COCC[Si](C)(C)C)[CH:16]=2)=[O:14])[CH2:9][CH2:10][CH3:11])=[O:7])[CH2:3]1.FC(F)(F)C(O)=O.C(N)CN>ClCCl>[F:1][CH:2]1[CH2:5][N:4]([C:6]([C@H:8]([NH:12][C:13]([C:15]2[C:23]3[C:18](=[N:19][CH:20]=[C:21]([C:24]4[C:32]5[C:27](=[CH:28][C:29]([F:33])=[CH:30][CH:31]=5)[N:26]([CH3:34])[N:25]=4)[N:22]=3)[NH:17][CH:16]=2)=[O:14])[CH2:9][CH2:10][CH3:11])=[O:7])[CH2:3]1. Procedure details: In a round-bottomed flask, 2-(6-fluoro-1-methyl-1H-indazol-3-yl)-5-(2-trimethylsilanylethoxymethyl)-5H-pyrrolo[2,3-b]pyrazine-7-carboxylic acid [(R)-1-(3-fluoro-azetidine-1-carbonyl)-butyl]-amide (126 mg, 0.21 mmol) was dissolved in dichloromethane (1.1 ml) and trifluoroacetic acid (0.65 ml, 8.4 mmol) was added. The reaction mixture was stirred at room temperature for 2.5 h then concentrated. The residue was dissolved in dichloromethane (1.1 ml) and ethylenediamine (0.85 ml, 12.7 mmol) was added... Starting materials: [Br-], CC(C)(C)OC(=O)N1C(C=O)COC1(C)C, CCOC(=O)c1ccccc1C[P+](c1ccccc1)(c1ccccc1)c1ccccc1, C[Si](C)(C)[N-][Si](C)(C)C, Cc1ccccc1, [K+]. Product: CCOC(=O)c1ccccc1C=CC1COC(C)(C)N1C(=O)OC(C)(C)C. Reaction SMILES: [Br-:1].[C:43]([CH3:44])([CH3:45])([CH3:46])[O:47][C:48](=[O:49])[N:50]1[C:51]([CH3:57])([CH3:58])[O:52][CH2:53][CH:54]1[CH:55]=[O:56].[CH2:2]([CH3:3])[O:4][C:5](=[O:6])[c:7]1[c:8]([CH2:9][P+:10]([c:11]2[cH:12][cH:13][cH:14][cH:15][cH:16]2)([c:17]2[cH:18][cH:19][cH:20][cH:21][cH:22]2)[c:23]2[cH:24][cH:25][cH:26][cH:27][cH:28]2)[cH:29][cH:30][cH:31][cH:32]1.[CH3:33][Si:34]([N-:35][Si:36]([CH3:37])([CH3:38])[CH3:39])([CH3:40])[CH3:41].[CH3:59][c:60]1[cH:61][cH:62][cH:63][cH:64][cH:65]1.[K+:42]>>[CH2:2]([CH3:3])[O:4][C:5](=[O:6])[c:7]1[c:8]([CH:9]=[CH:55][CH:54]2[N:50]([C:48]([O:47][C:43]([CH3:44])([CH3:45])[CH3:46])=[O:49])[C:51]([CH3:57])([CH3:58])[O:52][CH2:53]2)[cH:29][cH:30][cH:31][cH:32]1. Reactants: [Al+3], CCCCCC, CC(C)c1ccccc1OCC(=O)Nc1nc2ccccc2s1, [Cl-], [Cl-], [Cl-], O=C(Cl)CCl, ClCCCl, O. Product: CC(C)c1cc(C(=O)CCl)ccc1OCC(=O)Nc1nc2ccccc2s1. Reaction SMILES: [Al+3:7].[CH3:38][CH2:39][CH2:40][CH2:41][CH2:42][CH3:43].[CH:10]([CH3:11])([CH3:12])[c:13]1[c:14]([O:15][CH2:16][C:17](=[O:18])[NH:19][c:20]2[s:21][c:22]3[c:23]([n:24]2)[cH:25][cH:26][cH:27][cH:28]3)[cH:29][cH:30][cH:31][cH:32]1.[Cl-:6].[Cl-:8].[Cl-:9].[Cl:1][CH2:2][C:3](=[O:4])[Cl:5].[Cl:34][CH2:35][CH2:36][Cl:37].[OH2:33]>>[Cl:1][CH2:2][C:3](=[O:4])[c:31]1[cH:30][cH:29][c:14]([O:15][CH2:16][C:17](=[O:18])[NH:19][c:20]2[s:21][c:22]3[c:23]([n:24]2)[cH:25][cH:26][cH:27][cH:28]3)[c:13]([CH:10]([CH3:11])[CH3:12])[cH:32]1. Starting materials: SC1=C(C=CC=C1)O (2-mercaptophenol), S(=O)(=O)(OCC1CCCC1)C1=CC=C(C)C=C1 (cyclopentylmethyl tosylate), 1p. Product: C1(CCCC1)CSC1=C(C=CC=C1)O (2-(cyclopentylmethylthio)phenol). The yield is 83.0%. Reaction SMILES: [SH:1][C:2]1[CH:7]=[CH:6][CH:5]=[CH:4][C:3]=1[OH:8].S(C1C=CC(C)=CC=1)(O[CH2:13][CH:14]1[CH2:18][CH2:17][CH2:16][CH2:15]1)(=O)=O>>[CH:14]1([CH2:13][S:1][C:2]2[CH:7]=[CH:6][CH:5]=[CH:4][C:3]=2[OH:8])[CH2:18][CH2:17][CH2:16][CH2:15]1. Reported procedure: This compound was prepared in 83% yield from 2-mercaptophenol and cyclopentylmethyl tosylate according to the procedure for 1p in Example VIII. Colorless oil; 1H NMR (CDCl3): δ 1.20-1.26 (m, 2H), 1.50-1.65 (m, 4H), 1.78-1.84 (m, 2H), 1.99 (s-7, J=7.45 Hz, 1H), 2.68 (J=7.40 Hz, 2H), 6.78 (s, 1H), 6.86 (dt, J=1.35 Hz, J=7.55 Hz, 1H), 7.24 (dt, J=1.65 Hz, J=7.85 Hz, 1H), 7.46 (dd, J=1.65, J=7.70 Hz, 1H); 13C NMR (CDCl3): δ 25.38, 32.32, 39.71, 43.33, 114.74, 119.64, 120.79, 130.94, 135.89, 156.90; ...